From a dataset of the Open Reaction Database (ORD), a public repository of structured organic reaction records. describe an organic reaction: reactants, conditions, products, and yield The reactants are COC=1C=C(C=CC1)C12C(CCC1)O2 (1-(3-methoxyphenyl)cyclopentene oxide), CN (methylamine). The product is COC=1C=C(C=CC1)[C@]1([C@H](CCC1)NC)O ((1R*,2S*)-1-(3-Methoxyphenyl)-2-methylamino-1-cyclopentanol). RXN SMILES: [CH3:1][O:2][C:3]1[CH:4]=[C:5]([C:9]23[O:14][CH:10]2[CH2:11][CH2:12][CH2:13]3)[CH:6]=[CH:7][CH:8]=1.[CH3:15][NH2:16]>>[CH3:1][O:2][C:3]1[CH:4]=[C:5]([C@:9]2([OH:14])[CH2:13][CH2:12][CH2:11][C@@H:10]2[NH:16][CH3:15])[CH:6]=[CH:7][CH:8]=1. Procedure: Crude 1-(3-methoxyphenyl)cyclopentene oxide (prepared according to the method of Ger. Offen. No. 2,942,644) is treated with ethanolic methylamine solution by the method of Example 1(b) above to give the title compound. Reactants: N1(C=CC=C1)C1=C(C=CC=C1)P1C(CC(CC1(C)C)=O)(C)C (1-(2-(1H-pyrrol-1-yl)phenyl)-2,2,6,6-tetramethylphosphinan-4-one), C(COCCO)O (diethylene glycol), O.NN (hydrazine hydrate), [OH-].[K+] (potassium hydroxide). Run in O (water), C(C)(=O)OCC (ethyl acetate). Reaction conditions: temperature 210 celsius, time 7 hour. The product is CC1(P(C(CCC1)(C)C)C1=C(C=CC=C1)N1C=CC=C1)C (1-(2-(2,2,6,6-Tetramethylphosphinan-1-yl)phenyl)-1H-pyrrole). Yield: 96.7%. As a reaction SMILES: [N:1]1([C:6]2[CH:11]=[CH:10][CH:9]=[CH:8][C:7]=2[P:12]2[C:17]([CH3:19])([CH3:18])[CH2:16][C:15](=O)[CH2:14][C:13]2([CH3:22])[CH3:21])[CH:5]=[CH:4][CH:3]=[CH:2]1.C(O)COCCO.O.NN.[OH-].[K+]>O.C(OCC)(=O)C>[CH3:21][C:13]1([CH3:22])[CH2:14][CH2:15][CH2:16][C:17]([CH3:18])([CH3:19])[P:12]1[C:7]1[CH:8]=[CH:9][CH:10]=[CH:11][C:6]=1[N:1]1[CH:5]=[CH:4][CH:3]=[CH:2]1 |f:2.3,4.5|. Reported procedure: A round bottom flask was charged with 1-(2-(1H-pyrrol-1-yl)phenyl)-2,2,6,6-tetramethylphosphinan-4-one (878 mg, 2.80 mmol, 1.0 equiv) and purged with nitrogen for 15 minutes. Then nitrogen-sparged diethylene glycol (14.7 mL, 154 mmol, 55 equiv) was added and the flask was equipped with a Claisen adapter and a Dean-Stark trap. The flask was further charged with hydrazine hydrate (1.24 mL, 14.0 mmol, 5 equiv, 55 wt % hydrazine) and potassium hydroxide (786 mg, 14.0 mmol, 5 equiv), and the mixture ... RXN SMILES: C[O:2][C:3](=O)[CH:4]([Cl:9])[C:5](=O)[CH2:6][CH3:7].[Cl-].[CH:12]([NH2:14])=[NH2+:13].C[O-].[Na+]>CO>[Cl:9][C:4]1[C:3]([OH:2])=[N:13][CH:12]=[N:14][C:5]=1[CH2:6][CH3:7] |f:1.2,3.4|. Procedure: To a solution of 8.6 g (0.049 mol) of 2-chloro-3-oxopentanoic acid methylester (content 94 percent) and 6.04 g (0.075 mol) of formamidinium chloride in 10 ml of methanol, there was added within 2 hours at 20° to 22° C., while stirring, 21.6 g of sodium methylate solution (30 percent in methanol, 0.12 mol). After another 3 hours of stirring, neutralization with conc. hydrochloric acid (pH about 5) and evaporation to dryness on the rotary evaporator were performed. The residue was taken up with 20... Starting materials: COC(C(C(CC)=O)Cl)=O (2-chloro-3-oxopentanoic acid methylester), [Cl-].C(=[NH2+])N (formamidinium chloride), C[O-].[Na+] (sodium methylate). The solvent is CO (methanol). Yields the product ClC=1C(=NC=NC1CC)O (5-Chloro-6-ethyl-4-hydroxyprimidine).